Dataset: the Open Reaction Database (ORD), a public repository of structured organic reaction records. Task: describe an organic reaction: reactants, conditions, products, and yield Reactants: COC1=CC=C(C2=CC=CC=C12)O (4-Methoxy-1-naphthol), C(C)(=O)OC(C)=O (acetic anhydride). Product: C(C)(=O)OC1=CC=C(C2=CC=CC=C12)OC (1 -Acetoxy-4-methoxynaphthalene). As a reaction SMILES: [CH3:1][O:2][C:3]1[C:12]2[C:7](=[CH:8][CH:9]=[CH:10][CH:11]=2)C(O)=C[CH:4]=1.[C:14]([O:17][C:18](=[O:20])[CH3:19])(=O)[CH3:15]>>[C:18]([O:17][C:14]1[C:7]2[C:12](=[CH:11][CH:10]=[CH:9][CH:8]=2)[C:3]([O:2][CH3:1])=[CH:4][CH:15]=1)(=[O:20])[CH3:19]. Procedure: 1.75 g. (10 mmole) 4-Methoxy-1-naphthol is boiled under reflux for 2.5 hours in 18 ml. acetic anhydride. Thereafter, the solution is evaporated in a vacuum and the oily residue purified by column chromatography (silica gel; toluene/ethyl acetate 40:1 v/v). After evaporation of the appropriate fractions, the crude product is recrystallised from petroleum ether (b.p. 90°-110° C.). Yield 1.27 g. (58% of theory) of colourless crystals; m.p. 51°-53° C. Starting materials: N[C@@H](CCCCN)C(=O)O (L-lysine), N(=O)[O-].[Na+] (sodium nitrite), Chelex 100. Reagents/catalysts: C(=O)([O-])[O-].O.O.[Cu].[Cu+2] (CuCO3.Cu(OH)2). Run in O (water), O (water). Conditions: time 6 hour. Product: N[C@@H](CCCCN)C(=O)O (L-lysine), N[C@H](C(=O)O)CCCCO ((S)-2-amino-6-hydroxyhexanoic acid). The yield is 30.0%. RXN SMILES: [NH2:1][C@H:2]([C:8]([OH:10])=[O:9])[CH2:3][CH2:4][CH2:5][CH2:6][NH2:7].N([O-])=[O:12].[Na+]>O.C([O-])([O-])=O.O.O.[Cu].[Cu+2]>[NH2:1][C@H:2]([C:8]([OH:10])=[O:9])[CH2:3][CH2:4][CH2:5][CH2:6][NH2:7].[NH2:1][C@@H:2]([CH2:3][CH2:4][CH2:5][CH2:6][OH:12])[C:8]([OH:10])=[O:9] |f:1.2,4.5.6.7.8|. Procedure details: A suspension of L-lysine (0.931 g, 5.1 mmol) and CuCO3.Cu(OH)2 (1.24 g, 5.6 mmol) in water (15 ml) was heated under reflux for 5 minutes then cooled and filtered. The pH of the filtrate was adjusted to 4 with 2M H2SO4. A solution of sodium nitrite (0.70 g, 10 mmol) in water (5 ml) was added dropwise over 10 minutes and the mixture was strirred at 24° C. for 6 hours. Chelex 100 resin (40 g) was added to effect decomplexation. The resulting suspension was then filtered to give a solution of L-lysi... RXN SMILES: [B-:41]([F:42])([F:43])([F:44])[F:45].[C:23](=[O:24])([O-:25])[O-:26].[C:67](=[O:68])([OH:69])[O-:70].[CH2:46]([P:47]([CH2:48][CH2:49][CH2:50][CH3:51])[CH2:52][CH2:53][CH2:54][CH3:55])[CH2:56][CH2:57][CH3:58].[CH3:29][O:30][CH2:31][c:32]1[cH:33][cH:34][c:35]([B:38]([OH:39])[OH:40])[cH:36][cH:37]1.[CH3:72][OH:73].[Cl-:59].[Cl:1][c:2]1[c:3]([N:8]2[CH2:9][CH2:10][N:11]([CH2:14][c:15]3[cH:16][n:17][n:18]([CH2:20][CH2:21][OH:22])[cH:19]3)[CH2:12][CH2:13]2)[n:4][cH:5][cH:6][n:7]1.[K+:27].[K+:28].[NH4+:60].[Na+:71].[O:112]=[C:113]([CH:114]=[CH:115][c:116]1[cH:117][cH:118][cH:119][cH:120][cH:121]1)[CH:122]=[CH:123][c:124]1[cH:125][cH:126][cH:127][cH:128][cH:129]1.[O:61]1[CH2:62][CH2:63][CH2:64][CH2:65]1.[O:76]=[C:77]([CH:78]=[CH:79][c:80]1[cH:81][cH:82][cH:83][cH:84][cH:85]1)[CH:86]=[CH:87][c:88]1[cH:89][cH:90][cH:91][cH:92][cH:93]1.[O:94]=[C:95]([CH:96]=[CH:97][c:98]1[cH:99][cH:100][cH:101][cH:102][cH:103]1)[CH:104]=[CH:105][c:106]1[cH:107][cH:108][cH:109][cH:110][cH:111]1.[OH2:66].[Pd:74].[Pd:75]>>[ClH:1].[c:2]1(-[c:35]2[cH:34][cH:33][c:32]([CH2:31][O:30][CH3:29])[cH:37][cH:36]2)[c:3]([N:8]2[CH2:9][CH2:10][N:11]([CH2:14][c:15]3[cH:16][n:17][n:18]([CH2:20][CH2:21][OH:22])[cH:19]3)[CH2:12][CH2:13]2)[n:4][cH:5][cH:6][n:7]1. Starting materials: F[B-](F)(F)F, O=C([O-])[O-], O=C([O-])O, CCCCP(CCCC)CCCC, COCc1ccc(B(O)O)cc1, CO, [Cl-], OCCn1cc(CN2CCN(c3nccnc3Cl)CC2)cn1, [K+], [K+], [NH4+], [Na+], O=C(C=Cc1ccccc1)C=Cc1ccccc1, C1CCOC1, O=C(C=Cc1ccccc1)C=Cc1ccccc1, O=C(C=Cc1ccccc1)C=Cc1ccccc1, O, [Pd], [Pd]. Product: Cl, COCc1ccc(-c2nccnc2N2CCN(Cc3cnn(CCO)c3)CC2)cc1. Starting materials: FC1=CC2=C(C(=NO2)C2CCNCC2)C=C1 (6-fluoro-3-(4-piperidinyl)-1,2-benzisoxazole), C(=O)([O-])[O-].[K+].[K+] (K2CO3), ClCCCOC1=C(C=C(C=C1)C(C)=O)NC (1-[4-(3-chloropropoxy)-3-(methylamino)phenyl]ethanone), C(C)#N (acetonitrile). Solvent: CO.C(Cl)Cl (methanol methylene chloride), O (water). Product: FC1=CC2=C(C(=NO2)C2CCN(CC2)CCCOC2=C(C=CC=C2NC)C(C)=O)C=C1 (1-[-[3-[4-(6-fluoro-1,2-benzisoxazol-3-yl)-1-piperidinyl]propoxy]-3-(methylamino)phenyl]ethanone). RXN SMILES: [F:1][C:2]1[CH:16]=[CH:15][C:5]2[C:6]([CH:9]3[CH2:14][CH2:13][NH:12][CH2:11][CH2:10]3)=[N:7][O:8][C:4]=2[CH:3]=1.[C:17]([O-:20])([O-])=O.[K+].[K+].Cl[CH2:24][CH2:25][CH2:26][O:27][C:28]1[CH:33]=[CH:32][C:31](C(=O)C)=[CH:30][C:29]=1[NH:37][CH3:38].[C:39](#N)C>CO.C(Cl)Cl.O>[F:1][C:2]1[CH:16]=[CH:15][C:5]2[C:6]([CH:9]3[CH2:10][CH2:11][N:12]([CH2:24][CH2:25][CH2:26][O:27][C:28]4[C:29]([NH:37][CH3:38])=[CH:30][CH:31]=[CH:32][C:33]=4[C:17](=[O:20])[CH3:39])[CH2:13][CH2:14]3)=[N:7][O:8][C:4]=2[CH:3]=1 |f:1.2.3,6.7|. Procedure details: A mixture of 6-fluoro-3-(4-piperidinyl)-1,2-benzisoxazole (2.3 g, 10.3 mmol), K2CO3 (1.4 g, 10.3 mmol), 1-[4-(3-chloropropoxy)-3-(methylamino)phenyl]ethanone (2.5 g, 10.3 mmol), KI (0.10 g), and acetonitrile (100 ml) was stirred at reflux under nitrogen for 23 hours. The reaction was cooled to ambient temperature, poured into water, and the aqueous mixture was extracted with ethyl acetate. The ethyl acetate extract was washed twice with water, dried with MgSO4 and was concentrated to yield 4.8 g... The reactants are C(C)OC(=O)C1(CCN(CC1)S(=O)(=O)C1=C(C=CC=C1)Cl)CCOC (1-(2-chloro-benzenesulfonyl)-4-(2-methoxy-ethyl)-piperidine-4-carboxylic acid ethyl ester), [Cl-].C[Al+]C (dimethylaluminium chloride), FC=1C=C(C=CC1)CCN (2-(3-Fluoro-phenyl)-ethylamine). The solvent is C1(=CC=CC=C1)C (toluene). Product: ClC1=C(C=CC=C1)S(=O)(=O)N1CCC2(CCN(C2=O)CCC2=CC(=CC=C2)F)CC1 (8-(2-Chloro-benzenesulfonyl)-2-[2-(3-fluoro-phenyl)-ethyl]-2,8-diaza-spiro[4.5]decan-1-one). RXN SMILES: C(O[C:4]([C:6]1([CH2:22][CH2:23]OC)[CH2:11][CH2:10][N:9]([S:12]([C:15]2[CH:20]=[CH:19][CH:18]=[CH:17][C:16]=2[Cl:21])(=[O:14])=[O:13])[CH2:8][CH2:7]1)=[O:5])C.[Cl-].C[Al+]C.[F:30][C:31]1[CH:32]=[C:33]([CH2:37][CH2:38][NH2:39])[CH:34]=[CH:35][CH:36]=1>C1(C)C=CC=CC=1>[Cl:21][C:16]1[CH:17]=[CH:18][CH:19]=[CH:20][C:15]=1[S:12]([N:9]1[CH2:8][CH2:7][C:6]2([C:4](=[O:5])[N:39]([CH2:38][CH2:37][C:33]3[CH:34]=[CH:35][CH:36]=[C:31]([F:30])[CH:32]=3)[CH2:23][CH2:22]2)[CH2:11][CH2:10]1)(=[O:13])=[O:14] |f:1.2|. Reported procedure: This material was prepared in analogy to example 1 step D) from 1-(2-chloro-benzenesulfonyl)-4-(2-methoxy-ethyl)-piperidine-4-carboxylic acid ethyl ester, dimethylaluminium chloride in toluene and 2-(3-Fluoro-phenyl)-ethylamine. MS (ESI): 451.4 (MH+). Starting materials: FC1=C(C#N)C=CC(=C1)[N+](=O)[O-] (2-fluoro-4-nitrobenzonitrile), BrC=1C=C2C=CC(=CC2=CC1)O (6-bromo-2-naphthol), potassium fluoride alumina, C1COCCOCCOCCOCCOCCO1 (18-crown-6). Run in C(C)#N (acetonitrile). Product: BrC=1C=C2C=CC(=CC2=CC1)OC1=C(C#N)C=CC(=C1)[N+](=O)[O-] (2-(6-bromo-2-naphthyloxy)-4-nitrobenzonitrile). Isolated yield 64.3%. RXN SMILES: F[C:2]1[CH:9]=[C:8]([N+:10]([O-:12])=[O:11])[CH:7]=[CH:6][C:3]=1[C:4]#[N:5].[Br:13][C:14]1[CH:15]=[C:16]2[C:21](=[CH:22][CH:23]=1)[CH:20]=[C:19]([OH:24])[CH:18]=[CH:17]2.C1OCCOCCOCCOCCOCCOC1>C(#N)C>[Br:13][C:14]1[CH:15]=[C:16]2[C:21](=[CH:22][CH:23]=1)[CH:20]=[C:19]([O:24][C:2]1[CH:9]=[C:8]([N+:10]([O-:12])=[O:11])[CH:7]=[CH:6][C:3]=1[C:4]#[N:5])[CH:18]=[CH:17]2. Reported procedure: After heating to reflux 2-fluoro-4-nitrobenzonitrile (1 g), 6-bromo-2-naphthol (1.41 g), potassium fluoride/alumina (0.7 g) and 18-crown-6 (0.16 g) in acetonitrile, the mixture was reacted for 12 hours. It was then cooled to room temperature, the insoluble portion was filtered using celite, the ethyl acetate layer was washed with water and saturated saline and then dried over magnesium sulfate, and the solvent was distilled off. Methanol was added to the residue for crystallization to obtain 1.4... Starting materials: COC(=O)c1cc(I)c(C(F)F)cc1N, CCCC[Sn](CCCC)(CCCC)c1ccnn1C(C)C, C1COCCO1. Yields the product COC(=O)c1cc(-c2ccnn2C(C)C)c(C(F)F)cc1N. Reaction SMILES: [CH3:1][O:2][C:3]([c:4]1[c:5]([NH2:14])[cH:6][c:7]([CH:11]([F:12])[F:13])[c:8]([I:10])[cH:9]1)=[O:15].[CH:16]([CH3:17])([CH3:18])[n:19]1[n:20][cH:21][cH:22][c:23]1[Sn:24]([CH2:25][CH2:26][CH2:27][CH3:28])([CH2:29][CH2:30][CH2:31][CH3:32])[CH2:33][CH2:34][CH2:35][CH3:36].[O:37]1[CH2:38][CH2:39][O:40][CH2:41][CH2:42]1>>[CH3:1][O:2][C:3]([c:4]1[c:5]([NH2:14])[cH:6][c:7]([CH:11]([F:12])[F:13])[c:8](-[c:23]2[n:19]([CH:16]([CH3:17])[CH3:18])[n:20][cH:21][cH:22]2)[cH:9]1)=[O:15]. Reactants: C1(CC(C(CC1)C(C)C)Cl)C ((-)-menthyl chloride), C1(=CC=CC=C1)PC1=CC=CC=C1 (Diphenylphosphine), 2-L, C(CCC)[Li] (Normal butyllithium). Run in O1CCCC1 (tetrahydrofuran). Conditions: temperature -20 celsius, time 0.5 hour. The product is C[C@H]1CC[C@@H]([C@@H](C1)P(C2=CC=CC=C2)C3=CC=CC=C3)C(C)C (NMDPP). Yield: 54.1%. RXN SMILES: [C:1]1([PH:7][C:8]2[CH:13]=[CH:12][CH:11]=[CH:10][CH:9]=2)[CH:6]=[CH:5][CH:4]=[CH:3][CH:2]=1.C([Li])CCC.[CH:19]1([CH3:29])[CH2:24][CH2:23][CH:22]([CH:25]([CH3:27])[CH3:26])[CH:21](Cl)[CH2:20]1>O1CCCC1>[CH3:29][C@@H:19]1[CH2:20][C@@H:21]([P:7]([C:8]2[CH:9]=[CH:10][CH:11]=[CH:12][CH:13]=2)[C:1]2[CH:6]=[CH:5][CH:4]=[CH:3][CH:2]=2)[C@@H:22]([CH:25]([CH3:27])[CH3:26])[CH2:23][CH2:24]1. Procedure: Diphenylphosphine (140 g, 0.75 mol) was charged into a 2-L, 3-neck, round-bottom flask in a glove box under a nitrogen atmosphere. The reactor was connected to a nitrogen manifold. Freshly distilled tetrahydrofuran (400 mL) was added to the mixture and the mixture was cooled to -20° C. Normal butyllithium (1.6 M in hexanes, 468 mL, 0.75 mol) was added over a 2 hour period. The cold bath was removed and the orange solution was warmed to room temperature. After stirring at room temperature for 0.5... Reactants: CC(C)O, Cc1nc(CCCl)no1, [Na], Cn1c(=O)c2[nH]cnc2n(C)c1=O. The product is Cc1nc(CCn2cnc3c2c(=O)n(C)c(=O)n3C)no1. Reaction SMILES: [CH:24]([OH:25])([CH3:26])[CH3:27].[Cl:1][CH2:2][CH2:3][c:4]1[n:5][o:6][c:7]([CH3:9])[n:8]1.[Na:10].[n:11]1([CH3:12])[c:13](=[O:14])[n:15]([CH3:16])[c:17]2[n:18][cH:19][nH:20][c:21]2[c:22]1=[O:23]>>[CH2:2]([CH2:3][c:4]1[n:5][o:6][c:7]([CH3:9])[n:8]1)[n:20]1[cH:19][n:18][c:17]2[n:15]([CH3:16])[c:13](=[O:14])[n:11]([CH3:12])[c:22](=[O:23])[c:21]21.